describe an organic reaction: reactants, conditions, products, and yield From a dataset of the Open Reaction Database (ORD), a public repository of structured organic reaction records. Starting materials: Cn1cccc1C=O, N#CCc1ccc(Cl)cc1, O. Product: Cn1cccc1C=C(C#N)c1ccc(Cl)cc1. Reaction SMILES: [CH3:11][n:12]1[c:13]([CH:17]=[O:18])[cH:14][cH:15][cH:16]1.[Cl:1][c:2]1[cH:3][cH:4][c:5]([CH2:6][C:7]#[N:8])[cH:9][cH:10]1.[OH2:19]>>[Cl:1][c:2]1[cH:3][cH:4][c:5]([C:6]([C:7]#[N:8])=[CH:17][c:13]2[n:12]([CH3:11])[cH:16][cH:15][cH:14]2)[cH:9][cH:10]1. Reactants: CC1NCCC(C1)C1=NC=C2C(N1)=CC(=N2)C2=NC=CN=C2 (2-methyl-4-piperidyl-6-pyrazin-2-ylpyrrolo[3,2-d]pyrimidine), CCOC(=O)C (EtOAc), Cl (HCl). The solvent is CO (MeOH). Yields the product O.Cl.CC1NCCC(C1)C1=NC=C2C(N1)=CC(=N2)C2=NC=CN=C2 (2-Methyl-4-piperidyl-6-pyrazin-2-ylpyrrolo[3,2-d]pyrimidine Hydrochloride Hydrate). Yield: 53.0%. RXN SMILES: [CH3:1][CH:2]1[CH2:7][CH:6]([C:8]2[NH:13][C:12]3=[CH:14][C:15]([C:17]4[CH:22]=[N:21][CH:20]=[CH:19][N:18]=4)=[N:16][C:11]3=[CH:10][N:9]=2)[CH2:5][CH2:4][NH:3]1.CC[O:25]C(C)=O.[ClH:29]>CO>[OH2:25].[ClH:29].[CH3:1][CH:2]1[CH2:7][CH:6]([C:8]2[NH:13][C:12]3=[CH:14][C:15]([C:17]4[CH:22]=[N:21][CH:20]=[CH:19][N:18]=4)=[N:16][C:11]3=[CH:10][N:9]=2)[CH2:5][CH2:4][NH:3]1 |f:4.5.6|. Procedure: Using the method described in Example 30 by employing 2-(1-pyrrolidinylvinyl)pyrazine (freshly prepared before use) (2.15 g, 12.3 mmol), 2-methyl-4,6-dichloro-5-nitropyrimidine (Example 76(b)) (2.50 g, 12.3 mmol), N,N-diisopropylethyl amine (Aldrich Chemical Company) (2.1 mL, 12.3 mmol), piperidine (Aldrich Chemical Company) (1.9 mL, 19.7 mmol), NEt3 (Aldrich Chemical Company) (2.0 mL) and SnCl2 (37 mL of a 2M solution in DMF). The residue was purified by flash chromatography on silica gel with ... Starting materials: C[Si](C)(C)n1cncn1, CC(=O)O, CC1(c2ccc(F)cc2F)CO1, CN(C)C=O, O, [Na]n1cncn1. The product is CC(Cn1cncn1)(O[Si](C)(C)C)c1ccc(F)cc1F. Reaction SMILES: [CH3:13][Si:14]([n:15]1[cH:16][n:17][cH:18][n:19]1)([CH3:20])[CH3:21].[CH3:28][C:29](=[O:30])[OH:31].[O:1]1[CH2:2][C:3]1([CH3:4])[c:5]1[c:6]([F:12])[cH:7][c:8]([F:11])[cH:9][cH:10]1.[O:32]=[CH:33][N:34]([CH3:35])[CH3:36].[OH2:37].[n:22]1([Na:27])[n:23][cH:24][n:25][cH:26]1>>[O:1]([C:3]([CH2:2][n:22]1[n:23][cH:24][n:25][cH:26]1)([CH3:4])[c:5]1[c:6]([F:12])[cH:7][c:8]([F:11])[cH:9][cH:10]1)[Si:14]([CH3:13])([CH3:20])[CH3:21]. Reactants: [H-].[Na+] (NaH), ClC1=CC=C2C(=N1)NC(=N2)C=2SC1=C(N2)C(=CC=C1N1CCOCC1)OC (5-chloro-2-(4-methoxy-7-morpholin-4-yl-benzothiazol-2-yl)-3H-imidazo[4,5-b]pyridine), C(OC)Cl (MOMCl). Reagents/catalysts: [I-].C(CCC)[N+](CCCC)(CCCC)CCCC (tetrabutyl ammonium iodide). The solvent is CN(C)C=O (DMF). Run at time 16 hour. The product is ClC1=CC=C2C(=N1)N(C(=N2)C=2SC1=C(N2)C(=CC=C1N1CCOCC1)OC)COC (5-chloro-3-methoxymethyl-2-(4-methoxy-7-morpholin-4-yl-benzothiazol-2-yl)-3H-imidazo[4,5-b]pyridine). As a reaction SMILES: [Cl:1][C:2]1[N:7]=[C:6]2[NH:8][C:9]([C:11]3[S:12][C:13]4[C:19]([N:20]5[CH2:25][CH2:24][O:23][CH2:22][CH2:21]5)=[CH:18][CH:17]=[C:16]([O:26][CH3:27])[C:14]=4[N:15]=3)=[N:10][C:5]2=[CH:4][CH:3]=1.[H-].[Na+].[CH2:30](Cl)[O:31][CH3:32]>CN(C=O)C.[I-].C([N+](CCCC)(CCCC)CCCC)CCC>[Cl:1][C:2]1[N:7]=[C:6]2[N:8]([CH2:30][O:31][CH3:32])[C:9]([C:11]3[S:12][C:13]4[C:19]([N:20]5[CH2:25][CH2:24][O:23][CH2:22][CH2:21]5)=[CH:18][CH:17]=[C:16]([O:26][CH3:27])[C:14]=4[N:15]=3)=[N:10][C:5]2=[CH:4][CH:3]=1 |f:1.2,5.6|. Reported procedure: Furthermore, 5-chloro-2-(4-methoxy-7-morpholin-4-yl-benzothiazol-2-yl)-3H-imidazo[4,5-b]pyridine (for R1=morpholinyl, Ic2) was dissolved in dry DMF and treated with NaH at 0° C. After stirring at ambient temperature for 1 h MOMCl and tetrabutyl ammonium iodide were added and the reaction mixture was stirred for about 16 h. The suspension was worked up to obtain the corresponding 5-chloro-3-methoxymethyl-2-(4-methoxy-7-morpholin-4-yl-benzothiazol-2-yl)-3H-imidazo[4,5-b]pyridine (Ic4), which was d...